Dataset: the Open Reaction Database (ORD), a public repository of structured organic reaction records. Task: describe an organic reaction: reactants, conditions, products, and yield Starting materials: OC(CF)c1cccc(Br)n1, BrC(Br)(Br)Br, ClCCl, c1ccc(P(c2ccccc2)c2ccccc2)cc1. The product is FCC(Br)c1cccc(Br)n1. Reaction SMILES: [Br:1][c:2]1[cH:3][cH:4][cH:5][c:6]([CH:8]([CH2:9][F:10])[OH:11])[n:7]1.[C:31]([Br:32])([Br:33])([Br:34])[Br:35].[Cl:36][CH2:37][Cl:38].[c:12]1([P:13]([c:14]2[cH:15][cH:16][cH:17][cH:18][cH:19]2)[c:20]2[cH:21][cH:22][cH:23][cH:24][cH:25]2)[cH:26][cH:27][cH:28][cH:29][cH:30]1>>[Br:1][c:2]1[cH:3][cH:4][cH:5][c:6]([CH:8]([CH2:9][F:10])[Br:32])[n:7]1. Reactants: CC(=O)OC(C)=O, N#Cc1cc(Cl)ccc1O, O, O=S(=O)(O)O. Yields the product CC(=O)Oc1ccc(Cl)cc1C#N. RXN SMILES: [CH3:17][C:18](=[O:19])[O:20][C:21](=[O:22])[CH3:23].[Cl:1][c:2]1[cH:3][cH:4][c:5]([OH:10])[c:6]([C:7]#[N:8])[cH:9]1.[OH2:16].[S:11](=[O:12])(=[O:13])([OH:14])[OH:15]>>[Cl:1][c:2]1[cH:3][cH:4][c:5]([O:10][C:18]([CH3:17])=[O:19])[c:6]([C:7]#[N:8])[cH:9]1. Starting materials: CCCCCCC(C)(C)c1ccc(C2CC=CC(=O)C2)c(OCc2ccccc2)c1, CCOC(C)=O, CCO, N#C[K], O. Product: CCCCCCC(C)(C)c1ccc(C2CC(=O)CC(C#N)C2)c(OCc2ccccc2)c1. As a reaction SMILES: [CH2:1]([c:2]1[cH:3][cH:4][cH:5][cH:6][cH:7]1)[O:8][c:9]1[c:10]([CH:24]2[CH2:25][CH:26]=[CH:27][C:28](=[O:30])[CH2:29]2)[cH:11][cH:12][c:13]([C:15]([CH2:16][CH2:17][CH2:18][CH2:19][CH2:20][CH3:21])([CH3:22])[CH3:23])[cH:14]1.[CH3:31][CH2:32][O:33][C:34](=[O:35])[CH3:36].[CH3:41][CH2:42][OH:43].[K:37][C:38]#[N:39].[OH2:40]>>[CH2:1]([c:2]1[cH:3][cH:4][cH:5][cH:6][cH:7]1)[O:8][c:9]1[c:10]([CH:24]2[CH2:25][CH:26]([C:38]#[N:39])[CH2:27][C:28](=[O:30])[CH2:29]2)[cH:11][cH:12][c:13]([C:15]([CH2:16][CH2:17][CH2:18][CH2:19][CH2:20][CH3:21])([CH3:22])[CH3:23])[cH:14]1. The reactants are S([O-])(O)=O.[Na+] (sodium bisulfite), C([O-])([O-])=O.[Na+].[Na+] (sodium carbonate), Cl (hydrochloric acid), C1(CCCC1)OC=1C=C(C=O)C=CC1OC (3-cyclopentyloxy-4-methoxybenzaldehyde). The solvent is [Mn](=O)(=O)(=O)[O-].[K+] (potassium permanganate). Reaction conditions: temperature 50 celsius, time 1 hour. The product is C1(CCCC1)OC=1C=C(C(=O)O)C=CC1OC (3-cyclopentyloxy-4-methoxybenzoic acid). RXN SMILES: [CH:1]1([O:6][C:7]2[CH:8]=[C:9]([CH:12]=[CH:13][C:14]=2[O:15][CH3:16])[CH:10]=[O:11])[CH2:5][CH2:4][CH2:3][CH2:2]1.C(=O)([O-])[O-:18].[Na+].[Na+].Cl.S(=O)(O)[O-].[Na+]>[Mn]([O-])(=O)(=O)=O.[K+]>[CH:1]1([O:6][C:7]2[CH:8]=[C:9]([CH:12]=[CH:13][C:14]=2[O:15][CH3:16])[C:10]([OH:18])=[O:11])[CH2:2][CH2:3][CH2:4][CH2:5]1 |f:1.2.3,5.6,7.8|. Procedure: A stirred saturated aqueous solution of potassium permanganate (100 mL) is treated with 3-cyclopentyloxy-4-methoxybenzaldehyde (7.4 g; that is prepared as described hereinbefore in Reference Example 1) and sodium carbonate (3.4 g) and the mixture is stirred at 50° C. for 1 hour, and then cooled to room temperature. The reaction mixture is acidified by treatment with concentrated hydrochloric acid and then it is treated with aqueous sodium bisulfite solution until a colorless solution is obtained... Starting materials: O=C([O-])[O-], CCOC(C)=O, Cl, [Cs+], [Cs+], CCI, CN(C)C=O, O, COc1cc(-c2ccco2)cc(OC)c1O. Product: CCOc1c(OC)cc(-c2ccco2)cc1OC. RXN SMILES: [C:17](=[O:18])([O-:19])[O-:20].[CH3:28][CH2:29][O:30][C:31]([CH3:32])=[O:33].[ClH:26].[Cs+:21].[Cs+:22].[I:23][CH2:24][CH3:25].[O:34]=[CH:35][N:36]([CH3:37])[CH3:38].[OH2:27].[o:1]1[c:2](-[c:6]2[cH:7][c:8]([O:15][CH3:16])[c:9]([OH:14])[c:10]([O:12][CH3:13])[cH:11]2)[cH:3][cH:4][cH:5]1>>[o:1]1[c:2](-[c:6]2[cH:7][c:8]([O:15][CH3:16])[c:9]([O:14][CH2:24][CH3:25])[c:10]([O:12][CH3:13])[cH:11]2)[cH:3][cH:4][cH:5]1. The reactants are NCCCCN (1,4-diamino butane), CS(=O)(=O)O (methane sulfonic acid), ClC(=O)OCC1=CC=CC=C1 (benzyl chloroformate), aqueous solution, C(C)(=O)[O-].[K+] (potassium acetate). Run in O (water), O (water), COCCOC (1,2-dimethoxy ethane), C(C)O (ethanol). Run at time 90 minute. Product: C(C1=CC=CC=C1)OC(=O)NCCCCN (N-benzyloxy carbonyl 1,4-diamino butane). The yield is 37.6%. Reaction SMILES: CS(O)(=O)=O.[NH2:6][CH2:7][CH2:8][CH2:9][CH2:10][NH2:11].Cl[C:13]([O:15][CH2:16][C:17]1[CH:22]=[CH:21][CH:20]=[CH:19][CH:18]=1)=[O:14].C([O-])(=O)C.[K+]>O.C(O)C.COCCOC>[CH2:16]([O:15][C:13]([NH:6][CH2:7][CH2:8][CH2:9][CH2:10][NH2:11])=[O:14])[C:17]1[CH:22]=[CH:21][CH:20]=[CH:19][CH:18]=1 |f:3.4|. Procedure details: A solution of 46 g of methane sulfonic acid in 50 ml of water was added without exceeding 30° C. to a mixture of 23 g of 1,4-diamino butane and 50 ml of water and the reaction medium was diluted with 140 ml of ethanol. A solution of 39 g of benzyl chloroformate in 50 ml of 1,2-dimethoxy ethane and 100 ml of a 50% aqueous solution of potassium acetate were added alternately at pH 3.5 to 5.0. The additions were made alternately to maintain the pH value between 3.5 and 5.0. The mixture was stirred ... Reactants: C([O-])([O-])=O.[K+].[K+] (potassium carbonate), [BH4-].[Na+] (sodium borohydride), O (water), CC1(OC=C(CC1)C)C=O (3,4-dihydro-2,5-dimethyl-2H-pyran-2-carboxaldehyde). Run in CC(=O)C (acetone), CCOCC (ether), CCOCC (ether). Reaction SMILES: [BH4-].[Na+].O.[CH3:4][C:5]1([CH:12]=[O:13])[CH2:10][CH2:9][C:8]([CH3:11])=[CH:7][O:6]1.C(=O)([O-])[O-].[K+].[K+]>CCOCC.CC(C)=O>[CH3:4][C:5]1([CH2:12][OH:13])[CH2:10][CH2:9][C:8]([CH3:11])=[CH:7][O:6]1 |f:0.1,4.5.6|. Conditions: time 30 minute. Product: CC1(OC=C(CC1)C)CO (3,4-dihydro-2,5-dimethyl-2H-pyran-2-methanol). Procedure details: 3.12 g of sodium borohydride was added to a rapidly stirred mixture of 140 ml of ether and 70 ml of water under a nitrogen atomosphere. To the resulting solution, a solution of 21.0 g of 3,4-dihydro-2,5-dimethyl-2H-pyran-2-carboxaldehyde (U.S. Pat. No. 2,479,283) in 42 ml of ether was added drop by drop. After 30 minutes, 21 ml of acetone was added. After 5 more minutes, the mixture was doubled in volume with a saturated solution of potassium carbonate and extracted with ether. The extract was w... RXN SMILES: [F:1][C:2]1[C:12]([F:13])=[C:11]([F:14])[CH:10]=[CH:9][C:3]=1[NH:4][C@@H:5]([CH3:8])[CH2:6][OH:7].C(O[CH:18]=[C:19]([C:25]([O:27][CH2:28][CH3:29])=[O:26])[C:20]([O:22][CH2:23][CH3:24])=[O:21])C>>[F:1][C:2]1[C:12]([F:13])=[C:11]([F:14])[CH:10]=[CH:9][C:3]=1[N:4]([CH:18]=[C:19]([C:20]([O:22][CH2:23][CH3:24])=[O:21])[C:25]([O:27][CH2:28][CH3:29])=[O:26])[C@@H:5]([CH3:8])[CH2:6][OH:7]. Yield: 75.4%. Reaction conditions: temperature 100 celsius, time 1 hour. Yields the product FC1=C(N([C@H](CO)C)C=C(C(=O)OCC)C(=O)OCC)C=CC(=C1F)F (Diethyl [2,3,4-trifluoro[(1S)-2-hydroxy-1-methylethyl]anilino]methylenemalonate). Procedure details: To the compound (103 mg) obtained in Example 51 was added diethyl ethoxymethylenemalonate (127 mg). Then the obtained mixture was stirred for 1 hour while heating to 100° C. under atmospheric pressure. Further, it was stirred at the same temperature for 1.5 hour under reduced pressure and then under atmospheric pressure for additional 16 hours. By analyzing reversed phase HPLC with the use of the compound of Example 63 as a specimen, the obtained product corresponded to 142 mg (78%) of the title... Starting materials: FC1=C(N[C@H](CO)C)C=CC(=C1F)F ((2S)-2-(2,3,4-Trifluoroanilino)-1-propanol), C(C)OC=C(C(=O)OCC)C(=O)OCC (diethyl ethoxymethylenemalonate), compound. The reactants are S1C=C(C=C1)C1NCCC1 ((RS)-2-thien-3-yl-pyrrolidine), C1(=CC=C(C=C1)S(=O)(=O)Cl)C (toluene-4-sulfonyl chloride). The product is S1C=C(C=C1)C1N(CCC1)S(=O)(=O)C1=CC=C(C=C1)C ((RS)-2-Thien-3-yl-1-(toluene-4-sulfonyl)-pyrrolidine). Reaction SMILES: [S:1]1[CH:5]=[CH:4][C:3]([CH:6]2[CH2:10][CH2:9][CH2:8][NH:7]2)=[CH:2]1.[C:11]1([CH3:21])[CH:16]=[CH:15][C:14]([S:17](Cl)(=[O:19])=[O:18])=[CH:13][CH:12]=1>>[S:1]1[CH:5]=[CH:4][C:3]([CH:6]2[CH2:10][CH2:9][CH2:8][N:7]2[S:17]([C:14]2[CH:15]=[CH:16][C:11]([CH3:21])=[CH:12][CH:13]=2)(=[O:19])=[O:18])=[CH:2]1. Procedure: The title compound, white solid, m.p. 114° C. and MS: m/e=308.2 (M+H+) was prepared in accordance with the general method of example 1e from (RS)-2-thien-3-yl-pyrrolidine and toluene-4-sulfonyl chloride.